This data is from the Open Reaction Database (ORD), a public repository of structured organic reaction records. The task is: describe an organic reaction: reactants, conditions, products, and yield The reactants are Cc1cc(C)c2oc(S)nc2c1, Cc1ccccc1, C1CCNCCNC1. Yields the product Cc1cc(C)c2oc(N3CCCCNCC3)nc2c1. As a reaction SMILES: [CH3:1][c:2]1[cH:3][c:4]([CH3:12])[c:5]2[c:6]([n:7][c:8]([SH:10])[o:9]2)[cH:11]1.[CH3:21][c:22]1[cH:23][cH:24][cH:25][cH:26][cH:27]1.[NH:13]1[CH2:14][CH2:15][NH:16][CH2:17][CH2:18][CH2:19][CH2:20]1>>[CH3:1][c:2]1[cH:3][c:4]([CH3:12])[c:5]2[c:6]([n:7][c:8]([N:13]3[CH2:14][CH2:15][NH:16][CH2:17][CH2:18][CH2:19][CH2:20]3)[o:9]2)[cH:11]1. Starting materials: O=CO, ClC(Cl)Cl, FC(F)(F)c1cc(COCC2(c3ccccc3)CCCNCC2)cc(C(F)(F)F)c1. Product: CN1CCCC(COCc2cc(C(F)(F)F)cc(C(F)(F)F)c2)(c2ccccc2)CC1. RXN SMILES: [CH:31]([OH:32])=[O:33].[CH:34]([Cl:35])([Cl:36])[Cl:37].[F:1][C:2]([c:3]1[cH:4][c:5]([CH2:6][O:7][CH2:8][C:9]2([c:16]3[cH:17][cH:18][cH:19][cH:20][cH:21]3)[CH2:10][CH2:11][NH:12][CH2:13][CH2:14][CH2:15]2)[cH:22][c:23]([C:25]([F:26])([F:27])[F:28])[cH:24]1)([F:29])[F:30]>>[F:1][C:2]([c:3]1[cH:4][c:5]([CH2:6][O:7][CH2:8][C:9]2([c:16]3[cH:17][cH:18][cH:19][cH:20][cH:21]3)[CH2:10][CH2:11][N:12]([CH3:31])[CH2:13][CH2:14][CH2:15]2)[cH:22][c:23]([C:25]([F:26])([F:27])[F:28])[cH:24]1)([F:29])[F:30]. Starting materials: BrC1=CC2=C(N(C(=N2)C2=C(C(=O)N)C=CC=C2)C(C)(C)C)C=C1 (2-(5-bromo-1-tert-butyl-1H-benzimidazol-2-yl)-benzamide). Solvent: COC(N(C)C)OC (N,N-dimethylformamide dimethyl acetal). Reaction conditions: temperature 110 celsius, time 3 hour. Yields the product BrC1=CC2=C(N(C(=N2)C2=C(C(=O)/N=C/N(C)C)C=CC=C2)C(C)(C)C)C=C1 (2-(5-bromo-1-tert-butyl-1H-benzimidazol-2-yl)-N-[1-dimethylamino-meth-(E)-ylidene]-benzamide). Yield: 200.3%. RXN SMILES: [Br:1][C:2]1[CH:23]=[CH:22][C:5]2[N:6]([C:18]([CH3:21])([CH3:20])[CH3:19])[C:7]([C:9]3[CH:17]=[CH:16][CH:15]=[CH:14][C:10]=3[C:11]([NH2:13])=[O:12])=[N:8][C:4]=2[CH:3]=1>COC(OC)N(C)C>[Br:1][C:2]1[CH:23]=[CH:22][C:5]2[N:6]([C:18]([CH3:19])([CH3:20])[CH3:21])[C:7]([C:9]3[CH:17]=[CH:16][CH:15]=[CH:14][C:10]=3[C:11](/[N:13]=[CH:5]/[N:6]([CH3:18])[CH3:7])=[O:12])=[N:8][C:4]=2[CH:3]=1. Procedure details: To a round bottom flask is added 2-(5-bromo-1-tert-butyl-1H-benzimidazol-2-yl)-benzamide (400 mg, 1.075 mmol) in N,N-dimethylformamide dimethyl acetal (8 mL). The reaction mixture is stirred at 110° C. for 3 hours. The reaction mixture is concentrated to remove all volatile material to afford 2-(5-bromo-1-tert-butyl-1H-benzimidazol-2-yl)-N-[1-dimethylamino-meth-(E)-ylidene]-benzamide (460 mg, 100%) ready for the next step. LCMS (ESMS): m/z 427.68, 429.64 (M++1) Reactants: N(=C=O)C1=CC=C(C=C1)OC(F)(F)F (1-isocyanato-4-(trifluoromethoxy)benzene), NC=1C=C(OC2=CC=C3C(=N2)SC(=N3)NC(=O)C3CC3)C=CC1F (N-[5-(3-Amino-4-fluorophenoxy)[1,3]thiazolo[5,4-b]pyridin-2-yl]cyclopropanecarboxamide), N(=C=O)C1=CC=C(C=C1)OC(F)(F)F (1-Isocyanato-4-(trifluoromethoxy)benzene). Solvent: C(C)(=O)OCC (ethyl acetate), O1CCCC1 (tetrahydrofuran), CCCCCC (n-hexane), N1=CC=CC=C1 (pyridine). Conditions: temperature 70 celsius, time 2 hour. The product is FC1=C(C=C(OC2=CC=C3C(=N2)SC(=N3)NC(=O)C3CC3)C=C1)NC(NC1=CC=C(C=C1)OC(F)(F)F)=O (N-{5-[4-fluoro-3-({[4-(trifluoromethoxy)phenyl]carbamoyl}amino)phenoxy][1,3]thiazolo[5,4-b]pyridin-2-yl}cyclopropanecarboxamide). The yield is 73.5%. RXN SMILES: [NH2:1][C:2]1[CH:3]=[C:4]([CH:21]=[CH:22][C:23]=1[F:24])[O:5][C:6]1[N:11]=[C:10]2[S:12][C:13]([NH:15][C:16]([CH:18]3[CH2:20][CH2:19]3)=[O:17])=[N:14][C:9]2=[CH:8][CH:7]=1.[N:25]([C:28]1[CH:33]=[CH:32][C:31]([O:34][C:35]([F:38])([F:37])[F:36])=[CH:30][CH:29]=1)=[C:26]=[O:27]>N1C=CC=CC=1.C(OCC)(=O)C.O1CCCC1.CCCCCC>[F:24][C:23]1[CH:22]=[CH:21][C:4]([O:5][C:6]2[N:11]=[C:10]3[S:12][C:13]([NH:15][C:16]([CH:18]4[CH2:20][CH2:19]4)=[O:17])=[N:14][C:9]3=[CH:8][CH:7]=2)=[CH:3][C:2]=1[NH:1][C:26](=[O:27])[NH:25][C:28]1[CH:33]=[CH:32][C:31]([O:34][C:35]([F:36])([F:38])[F:37])=[CH:30][CH:29]=1. Reported procedure: N-[5-(3-Amino-4-fluorophenoxy)[1,3]thiazolo[5,4-b]pyridin-2-yl]cyclopropanecarboxamide (150 mg, 0.44 mmol) was dissolved in pyridine (3.0 mL), 1-isocyanato-4-(trifluoromethoxy)benzene (99 μL, 0.66 mmol) was added, and the mixture was stirred at 70° C. for 2 hr. 1-Isocyanato-4-(trifluoromethoxy)benzene (20 μL, 0.13 mmol) was added to the reaction mixture, and the mixture was further stirred at 70° C. for 3 hr. The obtained suspension was cooled to room temperature, and diluted with ethyl acetate ... Reactants: N#Cc1cccnc1, CO, Cl, NO, [Na]. The product is N=C(NO)c1cccnc1. Reaction SMILES: [C:1](#[N:2])[c:3]1[cH:4][n:5][cH:6][cH:7][cH:8]1.[CH3:13][OH:14].[ClH:9].[NH2:10][OH:11].[Na:12]>>[C:1](=[NH:2])([c:3]1[cH:4][n:5][cH:6][cH:7][cH:8]1)[NH:10][OH:11]. Starting materials: CCOCCn1cc(C2CCNCC2)c2cccnc21, CCOC(=O)c1cc(CBr)ccc1OC. Product: CCOCCn1cc(C2CCN(Cc3ccc(OC)c(C(=O)OCC)c3)CC2)c2cccnc21. RXN SMILES: [CH2:1]([CH3:2])[O:3][CH2:4][CH2:5][n:6]1[cH:7][c:8]([CH:15]2[CH2:16][CH2:17][NH:18][CH2:19][CH2:20]2)[c:9]2[c:10]1[n:11][cH:12][cH:13][cH:14]2.[CH2:21]([CH3:22])[O:23][C:24]([c:25]1[c:26]([O:33][CH3:34])[cH:27][cH:28][c:29]([CH2:31][Br:32])[cH:30]1)=[O:35]>>[CH2:1]([CH3:2])[O:3][CH2:4][CH2:5][n:6]1[cH:7][c:8]([CH:15]2[CH2:16][CH2:17][N:18]([CH2:31][c:29]3[cH:28][cH:27][c:26]([O:33][CH3:34])[c:25]([C:24]([O:23][CH2:21][CH3:22])=[O:35])[cH:30]3)[CH2:19][CH2:20]2)[c:9]2[c:10]1[n:11][cH:12][cH:13][cH:14]2. The reactants are Cl.SC1=C(N)C=C(C=C1)C(F)(F)F (2-mercapto-5-trifluoromethylaniline hydrochloride), S (hydrogen sulfide), [OH-].[K+] (potassium hydroxide), C(C)OC(=S)S (O-ethylxanthic acid), [K] (potassium), IC (iodomethane), compound, COS(=O)(=O)C1=CC=C(C=C1)C (methyl-p-toluenesulfonate), SC=1SC2=C(N1)C=C(C=C2)C(F)(F)F (2-mercapto-5-trifluoromethylbenzothiazole). Run in C(C)O (ethanol), C(C)N(CC)CC (triethylamine), C(C)O (ethanol). The product is C1(=CC=C(C=C1)S(=O)(=O)[O-])C.C[N+]1=C(SC2=C1C=C(C=C2)C(F)(F)F)SC (3-methyl-2-methylthio-5-trifluoromethyl-benzothiazolium p-toluenesulfonate). The yield is 345.6%. As a reaction SMILES: Cl.[SH:2][C:3]1[CH:9]=[CH:8][C:7]([C:10]([F:13])([F:12])[F:11])=[CH:6][C:4]=1[NH2:5].[OH-].[K+].[CH2:16](OC(S)=S)C.[K].S.S[C:25]1[S:26][C:27]2C=CC(C(F)(F)F)=CC=2N=1.IC.C[O:41][S:42]([C:45]1[CH:50]=[CH:49][C:48]([CH3:51])=[CH:47][CH:46]=1)(=[O:44])=[O:43]>C(O)C.C(N(CC)CC)C>[C:48]1([CH3:51])[CH:47]=[CH:46][C:45]([S:42]([O-:44])(=[O:41])=[O:43])=[CH:50][CH:49]=1.[CH3:16][N+:5]1[C:4]2[CH:6]=[C:7]([C:10]([F:11])([F:12])[F:13])[CH:8]=[CH:9][C:3]=2[S:2][C:25]=1[S:26][CH3:27] |f:0.1,2.3,12.13,^1:21|. Procedure details: 2-mercapto-5-trifluoromethylaniline hydrochloride (22.79 gm, 0.01 mol) was heated to reflux in 200 ml 95% ethanol by volume with 20 ml of 22% (by weight) aqueous potassium hydroxide and 16.0 gm (0.1 mol) of O-ethylxanthic acid, potassium salt. When hydrogen sulfide evolution had ceased, the solution was filtered, cooled and acidified with HCl. The initial precipitate was collected by filtration and discarded. The filtrate was allowed to stand to precipitate 13.79 gm (59% of theory) of desired pr... Starting materials: B, CC1(C(F)(F)F)CC(=O)c2cc(Br)ccc2O1, C1CCOC1, CSC, Cc1ccccc1, Cl. Product: CC1(C(F)(F)F)CC(O)c2cc(Br)ccc2O1. As a reaction SMILES: [BH3:4].[Br:10][c:11]1[cH:12][c:13]2[c:18]([cH:19][cH:20]1)[O:17][C:16]([C:21]([F:22])([F:23])[F:24])([CH3:25])[CH2:15][C:14]2=[O:26].[CH2:5]1[O:6][CH2:7][CH2:8][CH2:9]1.[CH3:1][S:2][CH3:3].[CH3:28][c:29]1[cH:30][cH:31][cH:32][cH:33][cH:34]1.[ClH:27]>>[Br:10][c:11]1[cH:12][c:13]2[c:18]([cH:19][cH:20]1)[O:17][C:16]([C:21]([F:22])([F:23])[F:24])([CH3:25])[CH2:15][CH:14]2[OH:26]. The product is Cl.C(CCC)NC([C@@H](C[C@@H]([C@H](C[C@H](CC1=CC(=C(C=C1)C(C)(C)C)O)C(C)C)N)O)C)=O (2(R)-Methyl-4(S)-hydroxy-5(S)-amino-7(S)-isopropyl-8-(3-hydroxy-4-tert-butyl-phenyl)-octanoic acid (N-butyl)amide hydrochloride). Reported procedure: 30 mg of N-tert-butoxycarbonyl-2(R)-methyl-4(S)-hydroxy-5(S)-amino-7(S)-isopropyl-8-(3-hydroxy-4-tert-butyl-phenyl)-octanoic acid (N-butyl)amide are treated with 0.6 ml of 4N hydrochloric acid in dioxane analogously to Example 1 and the product is purified by means of FC (15 g of silica gel, dichloromethane/methanol=9:1). The title compound is obtained: Rf (dichloromethane/methanol=9:1)=0.17; Rt (I)=28.54 minutes; FAB-MS (M+H)+ =435. As a reaction SMILES: [CH2:1]([NH:5][C:6](=[O:38])[C@H:7]([CH3:37])[CH2:8][C@H:9]([OH:36])[C@@H:10]([NH:28]C(OC(C)(C)C)=O)[CH2:11][C@@H:12]([CH:25]([CH3:27])[CH3:26])[CH2:13][C:14]1[CH:19]=[CH:18][C:17]([C:20]([CH3:23])([CH3:22])[CH3:21])=[C:16]([OH:24])[CH:15]=1)[CH2:2][CH2:3][CH3:4].[ClH:39]>O1CCOCC1>[ClH:39].[CH2:1]([NH:5][C:6](=[O:38])[C@H:7]([CH3:37])[CH2:8][C@H:9]([OH:36])[C@@H:10]([NH2:28])[CH2:11][C@@H:12]([CH:25]([CH3:26])[CH3:27])[CH2:13][C:14]1[CH:19]=[CH:18][C:17]([C:20]([CH3:22])([CH3:23])[CH3:21])=[C:16]([OH:24])[CH:15]=1)[CH2:2][CH2:3][CH3:4] |f:3.4|. Run in O1CCOCC1 (dioxane). Reactants: C(CCC)NC([C@@H](C[C@@H]([C@H](C[C@H](CC1=CC(=C(C=C1)C(C)(C)C)O)C(C)C)NC(=O)OC(C)(C)C)O)C)=O (N-tert-butoxycarbonyl-2(R)-methyl-4(S)-hydroxy-5(S)-amino-7(S)-isopropyl-8-(3-hydroxy-4-tert-butyl-phenyl)-octanoic acid (N-butyl)amide), Cl (hydrochloric acid).